Dataset: the Open Reaction Database (ORD), a public repository of structured organic reaction records. Task: describe an organic reaction: reactants, conditions, products, and yield The reactants are ON=C(C(=O)OCC)C(CC)=O (ethyl 2-hydroxyimino-2-propionylacetate), C([O-])([O-])=O.[K+].[K+] (potassium carbonate), S(=O)(=O)(OC)OC (dimethyl sulfate), C(C)(=O)OCC (ethyl acetate). The solvent is O (Water). Product: CON=C(C(=O)OCC)C(CC)=O (ethyl 2-methoxyimino-2-propionylacetate). Yield: 127.1%. Reaction SMILES: [OH:1][N:2]=[C:3]([C:9](=[O:12])[CH2:10][CH3:11])[C:4]([O:6][CH2:7][CH3:8])=[O:5].[C:13](=O)([O-])[O-].[K+].[K+].S(OC)(OC)(=O)=O.C(OCC)(=O)C>O>[CH3:13][O:1][N:2]=[C:3]([C:9](=[O:12])[CH2:10][CH3:11])[C:4]([O:6][CH2:7][CH3:8])=[O:5] |f:1.2.3|. Procedure: A mixture of ethyl 2-hydroxyimino-2-propionylacetate (10.7 g.), potassium carbonate (9.8 g.), dimethyl sulfate (7.79 g.) and ethyl acetate (70 ml.) was stirred at room temperature for an hour. Water (50 ml.) was added to the reaction mixture and stirred for 20 minutes. The ethyl acetate layer was separated, washed with water (50 ml.) twice and with an aqueous solution of sodium chloride, dried over magnesium sulfate and then filtered. The filtrate was evaporated in vacuo to give ethyl 2-methoxyi... Reactants: C(C)OP(=O)(OCC)CC1=CC=C(C=C1)NC(=O)C(C(=O)OCC)CC1=CC=CC=C1 (ethyl 2-(p-diethoxyphosphorylmethylphenylaminocarbonyl)-3-phenylpropionate), C(C)O (ethanol), ice, [OH-].[K+] (KOH), Cl (HCl). Solvent: C1CCOC1 (THF), O (water), O (water). Run at time 15 hour. Product: C(C)OP(=O)(OCC)CC1=CC=C(C=C1)NC(=O)C(C(=O)O)CC1=CC=CC=C1 (2-(p-diethoxyphosphorylmethylphenylaminocarbonyl)-3-phenylpropionic acid). Isolated yield 94.2%. RXN SMILES: [CH2:1]([O:3][P:4]([CH2:9][C:10]1[CH:15]=[CH:14][C:13]([NH:16][C:17]([CH:19]([CH2:25][C:26]2[CH:31]=[CH:30][CH:29]=[CH:28][CH:27]=2)[C:20]([O:22]CC)=[O:21])=[O:18])=[CH:12][CH:11]=1)([O:6][CH2:7][CH3:8])=[O:5])[CH3:2].C(O)C.[OH-].[K+].Cl>C1COCC1.O>[CH2:7]([O:6][P:4]([CH2:9][C:10]1[CH:15]=[CH:14][C:13]([NH:16][C:17]([CH:19]([CH2:25][C:26]2[CH:27]=[CH:28][CH:29]=[CH:30][CH:31]=2)[C:20]([OH:22])=[O:21])=[O:18])=[CH:12][CH:11]=1)([O:3][CH2:1][CH3:2])=[O:5])[CH3:8] |f:2.3|. Reported procedure: To an ice-cooled and stirred solution of ethyl 2-(p-diethoxyphosphorylmethylphenylaminocarbonyl)-3-phenylpropionate (6.0 g) in THF (30 ml)-ethanol (10 ml) was added dropwise a solution of KOH (0.9 g) in water (10 ml). After stirring at 4° C.-room temperature for 15 hours, the reaction mixture was acidified with 1N HCl, diluted with water and extracted with ethyl acetate. The ethyl acetate layer was washed with brine and dried (MgSO4). The_organic solvent was evaporated off to yield 2-(p-diethoxy... Reactants: C(C)(=O)OCC (Ethyl acetate), OC1=CC=C(C=C)C=C1 (p-Hydroxystyrene), C(C)(=O)OC(C)=O (acetic anhydride), N1=CC=CC=C1 (pyridine). Solvent: C(C)(=O)OC(COC)C (propylene glycol monomethyl ether acetate). Run at temperature 20 celsius. The product is C1(CCCCC1)CCOC(C)OC1=CC=C(C=C)C=C1.C(C)(=O)OC1=CC=C(C=C)C=C1.OC1=CC=C(C=C)C=C1 (p-[1-(cyclohexylethoxy)ethoxy]styrene p-acetoxystyrene p-hydroxystyrene). Reaction SMILES: [OH:1][C:2]1[CH:9]=[CH:8][C:5]([CH:6]=[CH2:7])=[CH:4][CH:3]=1.N1[CH:15]=[CH:14][CH:13]=[CH:12][CH:11]=1.[C:16]([O:19][C:20](=O)[CH3:21])(=O)[CH3:17].[C:23]([O:26][CH2:27][CH3:28])(=[O:25])[CH3:24]>C(OC(C)COC)(=O)C>[CH:11]1([CH2:17][CH2:16][O:19][CH:20]([O:1][C:2]2[CH:9]=[CH:8][C:5]([CH:6]=[CH2:7])=[CH:4][CH:3]=2)[CH3:21])[CH2:23][CH2:15][CH2:14][CH2:13][CH2:12]1.[C:23]([O:26][C:27]1[CH:3]=[CH:4][C:5]([CH:6]=[CH2:7])=[CH:8][CH:28]=1)(=[O:25])[CH3:24].[OH:1][C:2]1[CH:9]=[CH:8][C:5]([CH:6]=[CH2:7])=[CH:4][CH:3]=1 |f:5.6.7|. Procedure: p-Hydroxystyrene (70 g) (VP-8000, manufactured by Nippon Soda Co., Ltd.) was dissolved in 320 g of propylene glycol monomethyl ether acetate (PGMEA) by heating, after dehydration by distillation under reduced pressure, the solution was cooled to 20° C. To the solution were added 0.35 g of pyridinium p-toluenesulfonate and 22.4 g of cyclohexane ethanol. t-Butyl vinyl ether (17.5 g) was gradually added to the solution to perform reaction at 20° C. for 5 hours. To the reaction solution were added 5... Reactants: C(C)(=O)NNC(C1=C(C=C(C(=C1)Cl)NC1=NC=C(C(=N1)NC)C(F)(F)F)OC)=O (N′-acetoyl-5-chloro-2-methoxy-4-(4-(methylamino)-5-(trifluoromethyl)pyrimidin-2-ylamino)benzohydrazide), COC([O-])=NS(=O)(=O)[N+](CC)(CC)CC (1-methoxy-N-triethylammoniosulfonyl-methanimidate), CC[N+](CC)(CC)S(=O)(=O)N=C([O-])OC (Burgess reagent). The solvent is C1CCOC1 (THF). Yields the product ClC1=C(C=C(C(=C1)C=1OC(=NN1)C)OC)NC1=NC=C(C(=N1)NC)C(F)(F)F (N2-(2-chloro-5-methoxy-4-(5-methyl-1,3,4-oxadiazol-2-yl)phenyl)-N4-methyl-5-(trifluoromethyl)pyrimidine-2,4-diamine). Isolated yield 42.2%. RXN SMILES: [C:1]([NH:4][NH:5][C:6](=[O:29])[C:7]1[CH:12]=[C:11]([Cl:13])[C:10]([NH:14][C:15]2[N:20]=[C:19]([NH:21][CH3:22])[C:18]([C:23]([F:26])([F:25])[F:24])=[CH:17][N:16]=2)=[CH:9][C:8]=1[O:27][CH3:28])(=O)[CH3:2].COC(=NS([N+](CC)(CC)CC)(=O)=O)[O-]>C1COCC1>[Cl:13][C:11]1[CH:12]=[C:7]([C:6]2[O:29][C:1]([CH3:2])=[N:4][N:5]=2)[C:8]([O:27][CH3:28])=[CH:9][C:10]=1[NH:14][C:15]1[N:20]=[C:19]([NH:21][CH3:22])[C:18]([C:23]([F:26])([F:25])[F:24])=[CH:17][N:16]=1. Procedure details: A mixture of N′-acetoyl-5-chloro-2-methoxy-4-(4-(methylamino)-5-(trifluoromethyl)pyrimidin-2-ylamino)benzohydrazide (68 mg, 0.16 mmol), and 1-methoxy-N-triethylammoniosulfonyl-methanimidate (Burgess reagent) (75 mg, 0.32 mmol) in THF (4 mL) was irradiated in the microwave at 150° C. for 30 min. An additional portion of Burgess reagent (75 mg, 0.32 mmol) was added and the reaction was irradiated a further 30 min at 150° C. in the microwave. The reaction mixture was concentrated and the crude resi... RXN SMILES: C([O:3][C:4](=[O:26])[CH:5]([CH2:19]C1C=CC=CC=1)[CH:6]([C:11]1([CH:17]=[O:18])[S:16][CH2:15][CH2:14][CH2:13][S:12]1)[C:7]([F:10])([F:9])[F:8])C.[OH-].[Na+]>>[CH:17]([C:11]1([CH:6]([C:7]([F:8])([F:9])[F:10])[CH:5]([CH3:19])[C:4]([OH:26])=[O:3])[S:12][CH2:13][CH2:14][CH2:15][S:16]1)=[O:18] |f:1.2|. Yields the product C(=O)C1(SCCCS1)C(C(C(=O)O)C)C(F)(F)F (3-(2-Formyl-1,3-dithian-2-yl)-4,4,4-trifluoro-2-methyl butyric acid). Reactants: C(C)OC(C(C(C(F)(F)F)C1(SCCCS1)C=O)CC1=CC=CC=C1)=O (3-(2-formyl-1,3-dithian-2-yl)-4,4,4-trifluoro-2-benzylbutyric acid ethyl ester), [OH-].[Na+] (sodium hydroxide). Reported procedure: A solution of 3 g of the ethyl ester of Example 2, paragraph 1, in 40 ml ofethanol is treated with 25% aqueous sodium hydroxide for about 15 hours at 25° C. The mixture is then acidified and extracted well with chloroform. The organic phase is dried and concentrated to afford the title compound. Product: C(C)(C)N(C(CN1C2=C(N(C(C(C1=O)=NNC1=CC=CC=C1)=O)CC1=CC=C(C=C1)OC)C=CC=C2)=O)C2=CC=C(C=C2)OC (N-Isopropyl-2-[5-(4-methoxy-benzyl)-2,4-dioxo-3-(phenyl-hydrazono)-2,3,4,5-tetrahydro-benzo[b][1,4]diazepin-1-yl]-N-(4-methoxy-phenyl)-acetamide). Starting materials: C(C)(C)N(C(CNC1=C(C=CC=C1)NCC1=CC=C(C=C1)OC)=O)C1=CC=C(C=C1)OC (N-isopropyl-2-[2-(4-methoxybenzylamino)-phenylamino]-N-(4-methoxy phenyl)-acetamide), C1(=CC=CC=C1)NN=C(C(=O)Cl)C(=O)Cl (2-(phenyl-hydrazono) propandioyl dichloride). Reaction SMILES: [CH:1]([N:4]([C:25]1[CH:30]=[CH:29][C:28]([O:31][CH3:32])=[CH:27][CH:26]=1)[C:5](=[O:24])[CH2:6][NH:7][C:8]1[CH:13]=[CH:12][CH:11]=[CH:10][C:9]=1[NH:14][CH2:15][C:16]1[CH:21]=[CH:20][C:19]([O:22][CH3:23])=[CH:18][CH:17]=1)([CH3:3])[CH3:2].[C:33]1([NH:39][N:40]=[C:41]([C:45](Cl)=[O:46])[C:42](Cl)=[O:43])[CH:38]=[CH:37][CH:36]=[CH:35][CH:34]=1>C1COCC1>[CH:1]([N:4]([C:25]1[CH:30]=[CH:29][C:28]([O:31][CH3:32])=[CH:27][CH:26]=1)[C:5](=[O:24])[CH2:6][N:7]1[C:42](=[O:43])[C:41](=[N:40][NH:39][C:33]2[CH:38]=[CH:37][CH:36]=[CH:35][CH:34]=2)[C:45](=[O:46])[N:14]([CH2:15][C:16]2[CH:21]=[CH:20][C:19]([O:22][CH3:23])=[CH:18][CH:17]=2)[C:9]2[CH:10]=[CH:11][CH:12]=[CH:13][C:8]1=2)([CH3:3])[CH3:2]. Isolated yield 100.0%. Reaction conditions: time 8 hour. The solvent is C1CCOC1 (THF), C1CCOC1 (THF). Procedure: To a solution of N-isopropyl-2-[2-(4-methoxybenzylamino)-phenylamino]-N-(4-methoxy phenyl)-acetamide (3.25 g, 7.51 mmol) in THF (50 mL) cooled in an ice bath (<5° C.) was added 2-(phenyl-hydrazono) propandioyl dichloride (1.84 g, 7.51 mmol) in THF (50 mL) dropwise over 20 minutes. After complete addition, the solution was allowed to warm to room temperature and stirred overnight. The solvent was evaporated under reduced pressure and the resultant oil was dissolved in ethyl acetate (300 mL), wash...